This data is from the Open Reaction Database (ORD), a public repository of structured organic reaction records. The task is: describe an organic reaction: reactants, conditions, products, and yield Reagents/catalysts: [Zn] (zinc). The product is COC1=CC=C(CN2N=CC=3C2=NC=CC3OC3=C(C=C(C=C3)N)F)C=C1 (4-(1-(4-methoxybenzyl)-1H-pyrazolo[3,4-b]pyridin-4-yloxy)-3-fluorobenzenamine). Reaction SMILES: [CH3:1][O:2][C:3]1[CH:29]=[CH:28][C:6]([CH2:7][N:8]2[C:12]3=[N:13][CH:14]=[CH:15][C:16]([O:17][C:18]4[CH:23]=[CH:22][C:21]([N+:24]([O-])=O)=[CH:20][C:19]=4[F:27])=[C:11]3[CH:10]=[N:9]2)=[CH:5][CH:4]=1.CO.[NH4+].[Cl-].Cl>[Zn].C1COCC1>[CH3:1][O:2][C:3]1[CH:4]=[CH:5][C:6]([CH2:7][N:8]2[C:12]3=[N:13][CH:14]=[CH:15][C:16]([O:17][C:18]4[CH:23]=[CH:22][C:21]([NH2:24])=[CH:20][C:19]=4[F:27])=[C:11]3[CH:10]=[N:9]2)=[CH:28][CH:29]=1 |f:2.3|. Reaction conditions: time 18 hour. Run in C1CCOC1 (THF). Reactants: COC1=CC=C(CN2N=CC=3C2=NC=CC3OC3=C(C=C(C=C3)[N+](=O)[O-])F)C=C1 (1-(4-methoxybenzyl)-4-(2-fluoro-4-nitrophenoxy)-1H-pyrazolo[3,4-b]pyridine), CO (MeOH), Cl (HCl), [NH4+].[Cl-] (NH4Cl). Procedure details: To a stirred solution of 1-(4-methoxybenzyl)-4-(2-fluoro-4-nitrophenoxy)-1H-pyrazolo[3,4-b]pyridine (0.560 g, 1.42 mmol) in a MeOH (20 mL) and THF (5 mL) co-solvent was added zinc (0.464 g, 7.10 mmol), followed by saturated aqueous NH4Cl (5 mL). Next 6N aqueous HCl (3-4 mL) was added until all solids dissolved and the pH was 1-2. The reaction was stirred at room temperature for 18 hours. The resulting mixture was partitioned between DCM (30 mL) and saturated aqueous NH4Cl (30 mL). The phases wer... Reactants: C(C)(=O)O[C@H]1[C@H](OC=2C=NC=C(C2)Br)SC[C@H]([C@@H]1OC(C)=O)OC(C)=O (5-bromo-3-pyridinyl 2,3,4-tri-O-acetyl-5-thio-β-D-xylopyranoside), COC=1C=C(C=CC1OC)B(O)O (3,4-dimethoxyphenylboronic acid). Yields the product C(C)(=O)O[C@H]1[C@H](OC=2C=NC=C(C2)C2=CC(=C(C=C2)OC)OC)SC[C@H]([C@@H]1OC(C)=O)OC(C)=O (5-(3,4-dimethoxyphenyl)-3-pyridinyl 2,3,4-tri-O-acetyl-5-thio-β-D-xylopyranoside), solid. Isolated yield 73.0%. RXN SMILES: [C:1]([O:4][C@@H:5]1[C@@H:18]([O:19][C:20](=[O:22])[CH3:21])[C@H:17]([O:23][C:24](=[O:26])[CH3:25])[CH2:16][S:15][C@H:6]1[O:7][C:8]1[CH:9]=[N:10][CH:11]=[C:12](Br)[CH:13]=1)(=[O:3])[CH3:2].[CH3:27][O:28][C:29]1[CH:30]=[C:31](B(O)O)[CH:32]=[CH:33][C:34]=1[O:35][CH3:36]>>[C:1]([O:4][C@@H:5]1[C@@H:18]([O:19][C:20](=[O:22])[CH3:21])[C@H:17]([O:23][C:24](=[O:26])[CH3:25])[CH2:16][S:15][C@H:6]1[O:7][C:8]1[CH:9]=[N:10][CH:11]=[C:12]([C:32]2[CH:31]=[CH:30][C:29]([O:28][CH3:27])=[C:34]([O:35][CH3:36])[CH:33]=2)[CH:13]=1)(=[O:3])[CH3:2]. Procedure: By following a procedure analogous to Example 27 starting from 5-bromo-3-pyridinyl 2,3,4-tri-O-acetyl-5-thio-β-D-xylopyranoside and 3,4-dimethoxyphenylboronic acid, 5-(3,4-dimethoxyphenyl)-3-pyridinyl 2,3,4-tri-O-acetyl-5-thio-β-D-xylopyranoside is obtained in the form of a white solid (yield=73%). Reactants: O (water), CN(C1(CCCC1)C1=NN=C2N1C=C(C=C2)O[C@@H]2CC[C@@H](C1=CC=CC=C21)N)C ((1S,4R)-4-[3-(1-Dimethylamino-cyclopentyl)-[1,2,4]triazolo[4,3-a]pyridin-6-yloxy]-1,2,3,4-tetrahydro-naphthalen-1-ylamine), ClC(COC(NC=1N(N=C(C1)C(C)(C)C)C1=CC=C(C=C1)C)=O)(Cl)Cl ((5-tert-butyl-2-p-tolyl-2H-pyrazol-3-yl)-carbamic acid 2,2,2-trichloro-ethyl ester), CCN(C(C)C)C(C)C (DIPEA). The solvent is O1CCOCC1 (dioxane), CCOC(=O)C (EtOAc). Conditions: time 4 hour. Yields the product C(C)(C)(C)C=1C=C(N(N1)C1=CC=C(C=C1)C)NC(=O)N[C@H]1CC[C@H](C2=CC=CC=C12)OC=1C=CC=2N(C1)C(=NN2)C2(CCCC2)N(C)C (1-(5-tert-Butyl-2-p-tolyl-2H-pyrazol-3-yl)-3-{(1S,4R)-4-[3-(1-dimethylamino-cyclopentyl)-[1,2,4]triazolo[4,3-a]pyridin-6-yloxy]-1,2,3,4-tetrahydro-naphthalen-1-yl}-urea). The yield is 13.0%. RXN SMILES: [CH3:1][N:2]([CH3:29])[C:3]1([C:8]2[N:12]3[CH:13]=[C:14]([O:17][C@H:18]4[C:27]5[C:22](=[CH:23][CH:24]=[CH:25][CH:26]=5)[C@@H:21]([NH2:28])[CH2:20][CH2:19]4)[CH:15]=[CH:16][C:11]3=[N:10][N:9]=2)[CH2:7][CH2:6][CH2:5][CH2:4]1.ClC(Cl)(Cl)C[O:33][C:34](=O)[NH:35][C:36]1[N:37]([C:45]2[CH:50]=[CH:49][C:48]([CH3:51])=[CH:47][CH:46]=2)[N:38]=[C:39]([C:41]([CH3:44])([CH3:43])[CH3:42])[CH:40]=1.CCN(C(C)C)C(C)C.O>O1CCOCC1.CCOC(C)=O>[C:41]([C:39]1[CH:40]=[C:36]([NH:35][C:34]([NH:28][C@@H:21]2[C:22]3[C:27](=[CH:26][CH:25]=[CH:24][CH:23]=3)[C@H:18]([O:17][C:14]3[CH:15]=[CH:16][C:11]4[N:12]([C:8]([C:3]5([N:2]([CH3:29])[CH3:1])[CH2:7][CH2:6][CH2:5][CH2:4]5)=[N:9][N:10]=4)[CH:13]=3)[CH2:19][CH2:20]2)=[O:33])[N:37]([C:45]2[CH:50]=[CH:49][C:48]([CH3:51])=[CH:47][CH:46]=2)[N:38]=1)([CH3:44])([CH3:42])[CH3:43]. Procedure details: A mixture of Intermediate 99d (108 mg, 0.27 mmol), (5-tert-butyl-2-p-tolyl-2H-pyrazol-3-yl)-carbamic acid 2,2,2-trichloro-ethyl ester (for reference procedure see Synthetic Communications, 2009, 39, 3999-4009, which is incorporated herein by reference in its entirety; 105 mg, 0.27 mmol) and DIPEA (93 μL, 0.54 mmol) in dioxane (3 mL) was stirred at 60° C. for 18 h and then at 80° C. for 4 h. The reaction mixture was diluted with EtOAc and then poured into water. The aqueous phase was extracted wi... Reactants: COc1ccc(S(=O)(=O)c2cccc(Cl)c2)nn1, Cl, C1COCCO1. Yields the product O=c1ccc(S(=O)(=O)c2cccc(Cl)c2)n[nH]1. Reaction SMILES: [Cl:1][c:2]1[cH:3][c:4]([S:8](=[O:9])(=[O:10])[c:11]2[n:12][n:13][c:14]([O:17][CH3:18])[cH:15][cH:16]2)[cH:5][cH:6][cH:7]1.[ClH:19].[O:20]1[CH2:21][CH2:22][O:23][CH2:24][CH2:25]1>>[Cl:1][c:2]1[cH:3][c:4]([S:8](=[O:9])(=[O:10])[c:11]2[n:12][nH:13][c:14](=[O:17])[cH:15][cH:16]2)[cH:5][cH:6][cH:7]1. Reactants: C(#N)C=1C=CC2=C([C@H]([C@@H]([C@](O2)(C(OC)OC)C)O)N)C1 ((2S,3S,4R)-6-cyano-2-methyl-2-dimethoxymethyl-3-hydroxy-4-amino-3,4-dihydro-2H-1-benzopyran), [Na].C(#N)NC(=S)NC1=CC=C(C=C1)Cl (N-cyano-N′-(4-chlorophenyl)thiourea sodium salt), Cl.CN(CCCCCN=C=N)C (1-[3-(dimethylamino)propyl]-2-ethylcarbodiimide hydrochloride), C(C)(=O)OCC (ethyl acetate). The solvent is CN(C)C=O (DMF). Run at time 6 hour. Product: C(#N)N=C(N[C@H]1[C@@H]([C@](OC2=C1C=C(C=C2)C#N)(C(OC)OC)C)O)NC2=CC=C(C=C2)Cl ((2S,3S,4R)-N″-cyano-N-(6-cyano-3,4-dihydro-3-hydroxy-2-methyl-2-dimethoxymethyl-2H-benzopyran-4-yl)-N′-(4-chlorophenyl)guanidine). Isolated yield 42.7%. Reaction SMILES: [C:1]([C:3]1[CH:4]=[CH:5][C:6]2[O:11][C@:10]([CH3:17])([CH:12]([O:15][CH3:16])[O:13][CH3:14])[C@@H:9]([OH:18])[C@H:8]([NH2:19])[C:7]=2[CH:20]=1)#[N:2].[Na].[C:22]([NH:24][C:25]([NH:27][C:28]1[CH:33]=[CH:32][C:31]([Cl:34])=[CH:30][CH:29]=1)=S)#[N:23].Cl.CN(C)CCCCCN=C=N.C(OCC)(=O)C>CN(C=O)C>[C:22]([N:24]=[C:25]([NH:27][C:28]1[CH:33]=[CH:32][C:31]([Cl:34])=[CH:30][CH:29]=1)[NH:19][C@@H:8]1[C:7]2[CH:20]=[C:3]([C:1]#[N:2])[CH:4]=[CH:5][C:6]=2[O:11][C@:10]([CH3:17])([CH:12]([O:15][CH3:16])[O:13][CH3:14])[C@H:9]1[OH:18])#[N:23] |f:1.2,3.4,^1:20|. Procedure details: To a solution of 100 mg of (2S,3S,4R)-6-cyano-2-methyl-2-dimethoxymethyl-3-hydroxy-4-amino-3,4-dihydro-2H-1-benzopyran prepared in the preparation example 6 is dissolved in 3 ml of DMF, were added 92 mg of N-cyano-N′-(4-chlorophenyl)thiourea sodium salt and 89 mg of 1-[3-(dimethylamino)propyl]-2-ethylcarbodiimide hydrochloride. The reaction mixture was stirred for 6 hours at room temperature, and extracted with 30 ml of ethyl acetate after acidifying the mixture by adding 5 ml of 1N HCl. The org... Starting materials: BrC1=CC(=CC(=C1)OC)OC (1-bromo-3,5-dimethoxy-benzene), C(CCC)[Li] (n-butyllitium), CCCCCC (hexane), CON(C(=O)C=1C=C2C=CC=NC2=CC1)C (quinoline-6-carboxylic acid methoxy-methyl-amide). The solvent is C1CCOC1 (THF), O (water). Reaction conditions: time 20 minute. Product: COC=1C=C(C=C(C1)OC)C(=O)C=1C=C2C=CC=NC2=CC1 ((3,5-dimethoxy-phenyl)-quinolin-6-yl-methanone). As a reaction SMILES: Br[C:2]1[CH:7]=[C:6]([O:8][CH3:9])[CH:5]=[C:4]([O:10][CH3:11])[CH:3]=1.C([Li])CCC.CCCCCC.CON(C)[C:26]([C:28]1[CH:29]=[C:30]2[C:35](=[CH:36][CH:37]=1)[N:34]=[CH:33][CH:32]=[CH:31]2)=[O:27]>C1COCC1.O>[CH3:11][O:10][C:4]1[CH:3]=[C:2]([C:26]([C:28]2[CH:29]=[C:30]3[C:35](=[CH:36][CH:37]=2)[N:34]=[CH:33][CH:32]=[CH:31]3)=[O:27])[CH:7]=[C:6]([O:8][CH3:9])[CH:5]=1. Reported procedure: To a solution of 1-bromo-3,5-dimethoxy-benzene (2.7 g, 12 mmol) in THF (20 mL) was added a solution of n-butyllitium in hexane (4.5 mL, 2.5 N, 11 mmol) at −78° C. and kept for 20 min. To the mixture was added quinoline-6-carboxylic acid methoxy-methyl-amide (2.2 g, 10 mmol) at −78° C. After 2 h, water (30 mL) was added to the mixture, and the cold bath was removed. The mixture was stirred at room temperature for 20 min. The mixture was extracted with ethyl acetate (2×50 mL). The combined organic...